The task is: describe an organic reaction: reactants, conditions, products, and yield. This data is from the Open Reaction Database (ORD), a public repository of structured organic reaction records. Starting materials: FC(S(=O)(=O)OS(=O)(=O)C(F)(F)F)(F)F (Trifluoromethanesulfonic anhydride), ice, Cl (hydrochloric acid), C(C1=CC(OC)=C(O)C=C1)(=O)OCC (ethyl vanillate), N1=CC=CC=C1 (pyridine). Run in C(C)(=O)OCC (ethyl acetate), C(Cl)Cl (methylene chloride). The product is COC=1C=C(C(=O)OCC)C=CC1OS(=O)(=O)C(F)(F)F (ethyl 3-methoxy-4-trifluoromethanesulfonyloxybenzoate). Reaction SMILES: [F:1][C:2]([F:15])([F:14])[S:3]([O:6]S(C(F)(F)F)(=O)=O)(=[O:5])=[O:4].[C:16]([O:27][CH2:28][CH3:29])(=[O:26])[C:17]1[CH:25]=[CH:24][C:22](O)=[C:19]([O:20][CH3:21])[CH:18]=1.N1C=CC=CC=1.Cl>C(Cl)Cl.C(OCC)(=O)C>[CH3:21][O:20][C:19]1[CH:18]=[C:17]([CH:25]=[CH:24][C:22]=1[O:6][S:3]([C:2]([F:15])([F:14])[F:1])(=[O:5])=[O:4])[C:16]([O:27][CH2:28][CH3:29])=[O:26]. Procedure details: Trifluoromethanesulfonic anhydride (0.94 mL) was added to an ice-cooled mixture of ethyl vanillate (1.0 g) and pyridine (0.45 mL) in methylene chloride (5 mL) with stirring. The mixture was stirred for 10 min, and poured into a mixture of 1 mol/L hydrochloric acid and ethyl acetate. The organic layer was separated, washed with water and brine, and dried over anhydrous magnesium sulfate. The solvent was evaporated under reduced pressure, and the residue was purified by silica gel column chromatog... Starting materials: CCO, CCOC(=O)CCN(C)C(=O)c1ccc(NC(c2oc3ccc(OCC4CC4)cc3c2C)C(C)C)cc1, [Na+], C1CCOC1, [OH-]. Yields the product Cc1c(C(Nc2ccc(C(=O)N(C)CCC(=O)O)cc2)C(C)C)oc2ccc(OCC3CC3)cc12. Reaction SMILES: [CH3:45][CH2:46][OH:47].[CH:1]1([CH2:4][O:5][c:6]2[cH:7][cH:8][c:9]3[c:10]([c:11]([CH3:36])[c:12]([CH:14]([CH:15]([CH3:16])[CH3:17])[NH:18][c:19]4[cH:20][cH:21][c:22]([C:25](=[O:26])[N:27]([CH2:28][CH2:29][C:30](=[O:31])[O:32][CH2:33][CH3:34])[CH3:35])[cH:23][cH:24]4)[o:13]3)[cH:37]2)[CH2:2][CH2:3]1.[Na+:39].[O:40]1[CH2:41][CH2:42][CH2:43][CH2:44]1.[OH-:38]>>[CH:1]1([CH2:4][O:5][c:6]2[cH:7][cH:8][c:9]3[c:10]([c:11]([CH3:36])[c:12]([CH:14]([CH:15]([CH3:16])[CH3:17])[NH:18][c:19]4[cH:20][cH:21][c:22]([C:25](=[O:26])[N:27]([CH2:28][CH2:29][C:30](=[O:31])[OH:32])[CH3:35])[cH:23][cH:24]4)[o:13]3)[cH:37]2)[CH2:2][CH2:3]1. Starting materials: CSC=1SC2=C(N1)C=CC(=C2)CNC2=NC=C(C=C2N)C(F)(F)F (N2-((2-(methylthio)benzo[d]thiazol-6-yl)methyl)-5-(trifluoromethyl)pyridine-2,3-diamine), C(C)OC(OCC)OCC (triethoxymethane). Solvent: C(=O)O (HCOOH). Run at temperature 90 celsius, time 2 hour. The product is CSC=1SC2=C(N1)C=CC(=C2)CN2C=NC=1C2=NC=C(C1)C(F)(F)F (2-(methylthio)-6-((6-(trifluoromethyl)-3H-imidazo[4,5-b]pyridin-3-yl)methyl)benzo[d]thiazole). Yield: 79.3%. RXN SMILES: [CH3:1][S:2][C:3]1[S:4][C:5]2[CH:11]=[C:10]([CH2:12][NH:13][C:14]3[C:19]([NH2:20])=[CH:18][C:17]([C:21]([F:24])([F:23])[F:22])=[CH:16][N:15]=3)[CH:9]=[CH:8][C:6]=2[N:7]=1.[CH2:25](OC(OCC)OCC)C>C(O)=O>[CH3:1][S:2][C:3]1[S:4][C:5]2[CH:11]=[C:10]([CH2:12][N:13]3[C:14]4=[N:15][CH:16]=[C:17]([C:21]([F:24])([F:22])[F:23])[CH:18]=[C:19]4[N:20]=[CH:25]3)[CH:9]=[CH:8][C:6]=2[N:7]=1. Procedure details: A mixture of N2-((2-(methylthio)benzo[d]thiazol-6-yl)methyl)-5-(trifluoromethyl)pyridine-2,3-diamine (0.89 g, 2.39 mmol), triethoxymethane (30 mL) and HCOOH (0.6 g) was stirred at 90° C. for 2 h. The mixture was concentrated under reduced pressure. The residue was purified by silica gel chromatography eluting with 2:1 to 0:1 petroleum ether/EtOAc to afford 2-(methylthio)-6-((6-(trifluoromethyl)-3H-imidazo[4,5-b]pyridin-3-yl)methyl)benzo[d]thiazole as a light yellow solid (0.77 g, 79.3%). 1H NMR ...